This data is from the Open Reaction Database (ORD), a public repository of structured organic reaction records. The task is: describe an organic reaction: reactants, conditions, products, and yield The reactants are CC1=C(C=CC=C1)S(=O)(=O)C1=C(C=2C3=C(N(C2C=C1)C)CC1CCC3N1)C(=O)OC(C)(C)C (tert-butyl 2-(2-methylphenyl)sulfonyl-5-methyl-5,6,7,8,9,10-hexahydro-7,10-epiminocyclohepta[b]indole-carboxylate), Cl (HCl). The solvent is C(C)OCC (diethyl ether). The product is Cl.CC1=C(C=CC=C1)S(=O)(=O)C=1C=C2C3=C(N(C2=CC1)C)CC1CCC3N1 (2-(2-methylphenyl)sulfonyl-5-methyl-5,6,7,8,9,10-hexahydro-7,10-epiminocyclohepta[b]indole hydrochloride). RXN SMILES: [CH3:1][C:2]1[CH:7]=[CH:6][CH:5]=[CH:4][C:3]=1[S:8]([C:11]1[CH:19]=[CH:18][C:17]2[N:16]([CH3:20])[C:15]3[CH2:21][CH:22]4[NH:26][CH:25]([C:14]=3[C:13]=2[C:12]=1C(OC(C)(C)C)=O)[CH2:24][CH2:23]4)(=[O:10])=[O:9].[ClH:34]>C(OCC)C>[ClH:34].[CH3:1][C:2]1[CH:7]=[CH:6][CH:5]=[CH:4][C:3]=1[S:8]([C:11]1[CH:12]=[C:13]2[C:17](=[CH:18][CH:19]=1)[N:16]([CH3:20])[C:15]1[CH2:21][CH:22]3[NH:26][CH:25]([C:14]2=1)[CH2:24][CH2:23]3)(=[O:10])=[O:9] |f:3.4|. Procedure details: The product of step A was subjected to Boc-deprotection with 2 M HCl in diethyl ether following the procedure of Example 28, step B. The crude material was purified by flash column chromatography (SiO2, 80:18:2 chloroform/methanol/ammonium hydroxide) followed by semi-preparative HPLC. The free base was treated with 1.25 M HCl in methanol (0.5 mL) and lyophilized to give 2-(2-methylphenyl)sulfonyl-5-methyl-5,6,7,8,9,10-hexahydro-7,10-epiminocyclohepta[b]indole hydrochloride (6 mg, 17%, AUC HPLC 9... The reactants are C1(CC1)B(O)O (cyclopropylboronic acid), P(=O)([O-])([O-])[O-].[K+].[K+].[K+] (potassium phosphate), C1(CCCCC1)P(C1CCCCC1)C1CCCCC1 (tricyclohexylphosphine), C1(CC1)B(O)O (cyclopropylboronic acid), P(=O)([O-])([O-])[O-].[K+].[K+].[K+] (potassium phosphate), C1(CCCCC1)P(C1CCCCC1)C1CCCCC1 (tricyclohexylphosphine), BrC1=CC(=C(CN2N=C(C(=C2C2CC2)C)C(=O)OCC)C(=C1)F)F (ethyl 1-(4-bromo-2,6-difluorobenzyl)-5-cyclopropyl-4-methyl-1H-pyrazole-3-carboxylate). The reagents and catalysts are C(C)(=O)[O-].[Pd+2].C(C)(=O)[O-] (palladium acetate), C(C)(=O)[O-].[Pd+2].C(C)(=O)[O-] (palladium acetate). Run in O (water), O (Water), O (water), C1(=CC=CC=C1)C (toluene). Conditions: temperature 100 celsius. Product: C1(CC1)C1=C(C(=NN1CC1=C(C=C(C=C1F)C1CC1)F)C(=O)OCC)C (ethyl 5-cyclopropyl-1-(4-cyclopropyl-2,6-difluorobenzyl)-4-methyl-1H-pyrazole-3-carboxylate). RXN SMILES: Br[C:2]1[CH:22]=[C:21]([F:23])[C:5]([CH2:6][N:7]2[C:11]([CH:12]3[CH2:14][CH2:13]3)=[C:10]([CH3:15])[C:9]([C:16]([O:18][CH2:19][CH3:20])=[O:17])=[N:8]2)=[C:4]([F:24])[CH:3]=1.[CH:25]1(B(O)O)[CH2:27][CH2:26]1.P([O-])([O-])([O-])=O.[K+].[K+].[K+].C1(P(C2CCCCC2)C2CCCCC2)CCCCC1>C1(C)C=CC=CC=1.C([O-])(=O)C.[Pd+2].C([O-])(=O)C.O>[CH:12]1([C:11]2[N:7]([CH2:6][C:5]3[C:21]([F:23])=[CH:22][C:2]([CH:25]4[CH2:27][CH2:26]4)=[CH:3][C:4]=3[F:24])[N:8]=[C:9]([C:16]([O:18][CH2:19][CH3:20])=[O:17])[C:10]=2[CH3:15])[CH2:14][CH2:13]1 |f:2.3.4.5,8.9.10|. Reported procedure: 1.0 g ethyl 1-(4-bromo-2,6-difluorobenzyl)-5-cyclopropyl-4-methyl-1H-pyrazole-3-carboxylate (2.51 mmol, 1.0 eq.) were dissolved in 40 mL toluene and 0.280 g cyclopropylboronic acid (3.26 mmol, 1.3 eq.), 1.86 g potassium phosphate (8.77 mmol, 3.5 eq.), 70 mg tricyclohexylphosphine (0.25 mmol, 0.10 eq.) and 0.66 mL water were added. The reaction mixture was flushed with nitrogen and 28 mg palladium acetate (0.125 mmol, 0.050 eq.) were added. The reaction mixture was stirred at 100° C. over night. ... Reactants: 50C, [H][H] (hydrogen), C(C)(C)(C)OC(=O)NC1(CCC1)C[C@@H]1CC(N(C1)[C@H](C)C1=CC=CC=C1)=O (4-(R)-[1-(tert-butoxycarbonyl)amino-1-cyclobutyl]methyl-1-[1-(R)-phenylethyl]-2pyrrolidone). The reagents and catalysts are [Pd] (Palladium on carbon). The solvent is C(C)O (ethanol). Yields the product C(C)(C)(C)OC(=O)NC1(CCC1)C[C@@H]1CNCC1 (3-(R)-[1-(tert-Butoxycarbonyl)amino-1-cyclobutyl]methylpyrrolidine). RXN SMILES: [C:1]([O:5][C:6]([NH:8][C:9]1([CH2:13][C@H:14]2[CH2:18][N:17]([C@@H](C3C=CC=CC=3)C)[C:16](=O)[CH2:15]2)[CH2:12][CH2:11][CH2:10]1)=[O:7])([CH3:4])([CH3:3])[CH3:2].[H][H]>[Pd].C(O)C>[C:1]([O:5][C:6]([NH:8][C:9]1([CH2:13][C@H:14]2[CH2:15][CH2:16][NH:17][CH2:18]2)[CH2:10][CH2:11][CH2:12]1)=[O:7])([CH3:4])([CH3:2])[CH3:3]. Procedure: 10% Palladium on carbon catalyst (water content 53.8%, 500 mg) was added to ethanol (30 ml) solution of 3-(R)-[1-(tert-butoxycarbonyl)amino-1-cyclobutyl]methyl-1-[1-(R)-phenylethyl]pyrrolidine (isomer B1) (516 mg, 1.44 mmol), and the mixture was subjected to 5 hours of catalytic hydrogenation at an external temperature of 50C in an atmosphere of hydrogen under atmospheric pressure. The reaction solution was filtered and the solvent was evaporated under a reduced pressure, thereby obtaining 366 m... Starting materials: N1=CC(=CC=C1)C1=C(C(=CC2=CC(=C(C=C12)OC)OC)CO)CO (1-(3-pyridyl)-2,3-bis(hydroxymethyl)-6,7-dimethoxynaphthalene), O (water), [H-].[Na+] (sodium hydride), S(=O)(=O)(OCC(C)(C)C)C1=CC=C(C)C=C1 (neo-pentyl tosylate). Solvent: CN(P(=O)(N(C)C)N(C)C)C (hexamethylphosphoramide), CN(P(N(C)C)(N(C)C)=O)C (hexamethylphosphoric triamide). Run at time 30 minute. The product is N1=CC(=CC=C1)C1=C(C(=CC2=CC(=C(C=C12)OC)OC)COCC(C)(C)C)CO (1-(3-pyridyl)-2-hydroxymethyl-3-neo-pentyloxymethyl-6,7-dimethoxynaphthalene). As a reaction SMILES: [H-].[Na+].[N:3]1[CH:8]=[CH:7][CH:6]=[C:5]([C:9]2[C:18]3[C:13](=[CH:14][C:15]([O:21][CH3:22])=[C:16]([O:19][CH3:20])[CH:17]=3)[CH:12]=[C:11]([CH2:23][OH:24])[C:10]=2[CH2:25][OH:26])[CH:4]=1.S(C1C=CC(C)=CC=1)(O[CH2:31][C:32]([CH3:35])([CH3:34])[CH3:33])(=O)=O.O>CN(C)P(=O)(N(C)C)N(C)C>[N:3]1[CH:8]=[CH:7][CH:6]=[C:5]([C:9]2[C:18]3[C:13](=[CH:14][C:15]([O:21][CH3:22])=[C:16]([O:19][CH3:20])[CH:17]=3)[CH:12]=[C:11]([CH2:23][O:24][CH2:31][C:32]([CH3:35])([CH3:34])[CH3:33])[C:10]=2[CH2:25][OH:26])[CH:4]=1 |f:0.1|. Procedure details: To a suspension of sodium hydride in hexamethylphosphoric triamide (40 ml) is added a solution of 1-(3-pyridyl)-2,3-bis(hydroxymethyl)-6,7-dimethoxynaphthalene in hexamethylphosphoramide (10 ml) under ice-cooling. The mixture is warmed to room temperature, and then stirred for 30 minutes. To the reaction solution is added neo-pentyl tosylate (3.67 g), and the mixture is reacted at 100° C. for 30 minutes. The mixture is allowed to cool, and thereto is added water, and the mixture is extracted wit...